From a dataset of the Open Reaction Database (ORD), a public repository of structured organic reaction records. describe an organic reaction: reactants, conditions, products, and yield Starting materials: COC1=CC=C(C=C1)C=1NC(=NN1)NC(C(C)(S(=O)(=O)C1CCOCC1)C)=O (N-[5-(4-methoxy-phenyl)-4H[1,2,4]triazol-3-yl]-2-methyl-2-(tetrahydro-pyran-4-sulfonyl)-propionamide), [H-].[Na+] (sodium hydride), CI (methyl iodide). Solvent: C1CCOC1 (THF). Reaction conditions: time 1 hour. Product: COC1=CC=C(C=C1)C=1N=C(N(N1)C)NC(C(C)(S(=O)(=O)C1CCOCC1)C)=O (N-[5-(4-methoxy-phenyl)-2-methyl-2H-[1,2,4]triazol-3-yl]-2-methyl-2-(tetrahydro-pyran-4-sulfonyl)-propionamide). The yield is 36.7%. Reaction SMILES: [CH3:1][O:2][C:3]1[CH:8]=[CH:7][C:6]([C:9]2[NH:10][C:11]([NH:14][C:15](=[O:28])[C:16]([CH3:27])([S:18]([CH:21]3[CH2:26][CH2:25][O:24][CH2:23][CH2:22]3)(=[O:20])=[O:19])[CH3:17])=[N:12][N:13]=2)=[CH:5][CH:4]=1.[H-].[Na+].[CH3:31]I>C1COCC1>[CH3:1][O:2][C:3]1[CH:8]=[CH:7][C:6]([C:9]2[N:10]=[C:11]([NH:14][C:15](=[O:28])[C:16]([CH3:17])([S:18]([CH:21]3[CH2:26][CH2:25][O:24][CH2:23][CH2:22]3)(=[O:20])=[O:19])[CH3:27])[N:12]([CH3:31])[N:13]=2)=[CH:5][CH:4]=1 |f:1.2|. Procedure details: To a solution of 238 mg (0.58 mmol) of N-[5-(4-methoxy-phenyl)-4H[1,2,4]triazol-3-yl]-2-methyl-2-(tetrahydro-pyran-4-sulfonyl)-propionamide (prepared according to Amide Method A) in anhydrous THF (2 mL) at room temperature are added 94 mg (2.32 mmol) of sodium hydride (60% dispersion in mineral oil). The reaction mixture is stirred for 1 h and then 145 μL (2.32 mmol) of methyl iodide are added. The reaction is stirred at room temperature for 1 h. The reaction mixture is quenched with saturated a...